This data is from the Open Reaction Database (ORD), a public repository of structured organic reaction records. The task is: describe an organic reaction: reactants, conditions, products, and yield The reactants are C(Cl)(Cl)Cl (chloroform), C(CCCCCCCCCCCCCCCCCCCCC)OS(=O)(=O)C1=CC=C(C=C1)C (docosanyl-p-toluenesulfonate), C([O-])([O-])=O.[K+].[K+] (potassium carbonate), C(CCCCCCCCCCCCCCC)(=O)N[C@@H](CS)C(=O)O (N-palmitoyl-(L)-cysteine). The solvent is C(C)O (ethanol), O (water). Run at time 20 hour. Product: C(CCCCCCCCCCCCCCC)(=O)N[C@@H](CSCCCCCCCCCCCCCCCCCCCCCC)C(=O)O (N-palmitoyl-S-docosanyl-(L)-cysteine). As a reaction SMILES: [CH2:1](OS(C1C=CC(C)=CC=1)(=O)=O)[CH2:2][CH2:3][CH2:4][CH2:5][CH2:6][CH2:7][CH2:8][CH2:9][CH2:10][CH2:11][CH2:12][CH2:13][CH2:14][CH2:15][CH2:16][CH2:17][CH2:18][CH2:19][CH2:20][CH2:21][CH3:22].C(=O)([O-])[O-].[K+].[K+].[C:40]([NH:57][C@H:58]([C:61]([OH:63])=[O:62])[CH2:59][SH:60])(=[O:56])[CH2:41][CH2:42][CH2:43][CH2:44][CH2:45][CH2:46][CH2:47][CH2:48][CH2:49][CH2:50][CH2:51][CH2:52][CH2:53][CH2:54][CH3:55].C(Cl)(Cl)Cl>C(O)C.O>[C:40]([NH:57][C@H:58]([C:61]([OH:63])=[O:62])[CH2:59][S:60][CH2:1][CH2:2][CH2:3][CH2:4][CH2:5][CH2:6][CH2:7][CH2:8][CH2:9][CH2:10][CH2:11][CH2:12][CH2:13][CH2:14][CH2:15][CH2:16][CH2:17][CH2:18][CH2:19][CH2:20][CH2:21][CH3:22])(=[O:56])[CH2:41][CH2:42][CH2:43][CH2:44][CH2:45][CH2:46][CH2:47][CH2:48][CH2:49][CH2:50][CH2:51][CH2:52][CH2:53][CH2:54][CH3:55] |f:1.2.3|. Procedure details: 4.8 g of docosanyl-p-toluenesulfonate and 5 g of potassium carbonate are added to 3.6 g of N-palmitoyl-(L)-cysteine in 50 ml of ethanol. The mixture is heated under stirring and in a nitrogen atmosphere at 80° for 20 hours. After evaporating to dryness the residue is acidified with 1 N HCl so as to obtain a pH of about 3 and then it is distributed between chloroform and water. After having dried and evaporated the chloroform layer a colourless crystalline residue is obtained, which is recrystall... The reactants are O=C([C@H](O)[C@@H](O)[C@H](O)CO)O (xylonic acid), O=C([C@H](O)[C@@H](O)[C@H](O)CO)O (xylonic acid), O=C[C@H](O)[C@@H](O)[C@H](O)CO (xylose), O=C([C@H](O)[C@@H](O)[C@H](O)CO)O (xylonic acid). Yields the product O=C[C@H](O)[C@@H](O)[C@H](O)[C@H](O)CO (glucose). RXN SMILES: O=[C:2]([OH:11])[C@@H:3]([C@H:5]([C@@H:7]([CH2:9][OH:10])[OH:8])[OH:6])[OH:4].[O:12]=[CH:13][C@@H]([C@H]([C@@H](CO)O)O)O>>[O:12]=[CH:13][C@@H:2]([C@H:3]([C@@H:5]([C@@H:7]([CH2:9][OH:10])[OH:8])[OH:6])[OH:4])[OH:11]. Procedure: When the P. ananatis NA1 strain was cultured with the mixed carbon source of glucose and xylose (MSII-GX medium), the glutamic acid yield was 25.7% (Table 2). In this case, accumulation of xylonic acid was observed, and thus it was suggested that most of xylose was converted into xylonic acid. It is estimated that the accumulation of xylonic acid with the P. ananatis NA1 strain was provided by the activity of glucose dehydrogenase of P. ananatis.